From a dataset of the Open Reaction Database (ORD), a public repository of structured organic reaction records. describe an organic reaction: reactants, conditions, products, and yield Starting materials: [Al+3], CC(=O)OC(C)=O, Cc1ccccc1, [Cl-], [Cl-], [Cl-], S=C=S. Yields the product CC(=O)c1ccc(C)cc1. RXN SMILES: [Al+3:2].[CH3:12][C:13](=[O:14])[O:15][C:16](=[O:17])[CH3:18].[CH3:5][c:6]1[cH:7][cH:8][cH:9][cH:10][cH:11]1.[Cl-:1].[Cl-:3].[Cl-:4].[S:19]=[C:20]=[S:21]>>[CH3:5][c:6]1[cH:7][cH:8][c:9]([C:13]([CH3:12])=[O:14])[cH:10][cH:11]1.